This data is from the Open Reaction Database (ORD), a public repository of structured organic reaction records. The task is: describe an organic reaction: reactants, conditions, products, and yield Starting materials: C(C)(C)(C)OC(NC1CCN(CC1)C=1C=CC=C2C=CC(=NC12)N1C=NC2=C1C=CC(=C2)OC)=O ({1-[2-(5-Methoxy-benzoimidazol-1-yl)-quinolin-8-yl]-piperidin-4-yl}-carbamic acid tert-butyl ester). Solvent: FC(C(=O)O)(F)F (trifluoroacetic acid). Reaction conditions: time 15 minute. The product is COC1=CC2=C(N(C=N2)C2=NC3=C(C=CC=C3C=C2)N2CCC(CC2)N)C=C1 (1-[2-(5-Methoxy-benzoimidazol-1-yl)-quinolin-8-yl]-piperidin-4-ylamine). As a reaction SMILES: C(OC(=O)[NH:7][CH:8]1[CH2:13][CH2:12][N:11]([C:14]2[CH:15]=[CH:16][CH:17]=[C:18]3[C:23]=2[N:22]=[C:21]([N:24]2[C:28]4[CH:29]=[CH:30][C:31]([O:33][CH3:34])=[CH:32][C:27]=4[N:26]=[CH:25]2)[CH:20]=[CH:19]3)[CH2:10][CH2:9]1)(C)(C)C>FC(F)(F)C(O)=O>[CH3:34][O:33][C:31]1[CH:30]=[CH:29][C:28]2[N:24]([C:21]3[CH:20]=[CH:19][C:18]4[C:23](=[C:14]([N:11]5[CH2:10][CH2:9][CH:8]([NH2:7])[CH2:13][CH2:12]5)[CH:15]=[CH:16][CH:17]=4)[N:22]=3)[CH:25]=[N:26][C:27]=2[CH:32]=1. Reported procedure: {1-[2-(5-Methoxy-benzoimidazol-1-yl)-quinolin-8-yl]-piperidin-4-yl}-carbamic acid tert-butyl ester G (8.40 g, 17.7 mmol) was dissolved in 50 mL of trifluoroacetic acid (TFA) under an atmosphere of dry N2. The reaction mixture was stirred at ambient temperature for 15 minutes after which time it was concentrated under vacuum to give a yellow oil. The oil was partitioned between DCM and 0.1N aqueous NaOH. The DCM layer was washed again with 0.1N aqueous NaOH. The DCM layer was dried over Na2SO4, f... Starting materials: CC1=C(C=CC=C1C(F)(F)F)CN1C(=NC2=C1C=C(C=C2C(=O)OC)N2CCOCC2)C(F)(F)F (methyl 1-{[2-methyl-3-(trifluoromethyl)phenyl]methyl}-6-(4-morpholinyl)-2-(trifluoromethyl)-1H-benzimidazole-4-carboxylate), Example 46, [OH-].[Li+] (lithium hydroxide). Run in C1CCOC1 (THF). Conditions: temperature 50 celsius, time 2 hour. The product is CC1=C(C=CC=C1C(F)(F)F)CN1C(=NC2=C1C=C(C=C2C(=O)O)N2CCOCC2)C(F)(F)F (1-{[2-methyl-3-(trifluoromethyl)phenyl]methyl}-6-(4-morpholinyl)-2-(trifluoromethyl)-1H-benzimidazole-4-carboxylic acid). Isolated yield 87.0%. RXN SMILES: [CH3:1][C:2]1[C:7]([C:8]([F:11])([F:10])[F:9])=[CH:6][CH:5]=[CH:4][C:3]=1[CH2:12][N:13]1[C:17]2[CH:18]=[C:19]([N:26]3[CH2:31][CH2:30][O:29][CH2:28][CH2:27]3)[CH:20]=[C:21]([C:22]([O:24]C)=[O:23])[C:16]=2[N:15]=[C:14]1[C:32]([F:35])([F:34])[F:33].[OH-].[Li+]>C1COCC1>[CH3:1][C:2]1[C:7]([C:8]([F:9])([F:11])[F:10])=[CH:6][CH:5]=[CH:4][C:3]=1[CH2:12][N:13]1[C:17]2[CH:18]=[C:19]([N:26]3[CH2:31][CH2:30][O:29][CH2:28][CH2:27]3)[CH:20]=[C:21]([C:22]([OH:24])=[O:23])[C:16]=2[N:15]=[C:14]1[C:32]([F:34])([F:33])[F:35] |f:1.2|. Procedure details: A mixture of methyl 1-{[2-methyl-3-(trifluoromethyl)phenyl]methyl}-6-(4-morpholinyl)-2-(trifluoromethyl)-1H-benzimidazole-4-carboxylate, prepared as described in Example 46 (510 mg, 1.017 mmol) and 2 M lithium hydroxide (6 mL, 12.00 mmol) in THF (12 mL) was stirred at 50° C. for 2 h. The reaction was cooled to room temperature. The organic solvent was removed under reduced pressure and the aqueous was diluted with water and acidified by the addition of 1 N HCl. The precipitate formed was collect... Reactants: C(C)(=O)O[C@H]1[C@H](OC=2C(=NC=CC2C)Cl)SC[C@H]([C@@H]1OC(C)=O)OC(C)=O (2-chloro-4-methyl-3-pyridinyl 2,3,4-tri-O-acetyl-5-thio-β-D-xylopyranoside), COC1=CC=C(C=C1)B(O)O (4-methoxyphenylboronic acid). Yields the product C(C)(=O)O[C@H]1[C@H](OC=2C(=NC=CC2C)C2=CC=C(C=C2)OC)SC[C@H]([C@@H]1OC(C)=O)OC(C)=O (2-(4-methoxy-phenyl)-4-methyl-3-pyridinyl 2,3,4-tri-O-acetyl-5-thio-β-D-xylopyranoside). Reaction SMILES: [C:1]([O:4][C@@H:5]1[C@@H:19]([O:20][C:21](=[O:23])[CH3:22])[C@H:18]([O:24][C:25](=[O:27])[CH3:26])[CH2:17][S:16][C@H:6]1[O:7][C:8]1[C:9](Cl)=[N:10][CH:11]=[CH:12][C:13]=1[CH3:14])(=[O:3])[CH3:2].[CH3:28][O:29][C:30]1[CH:35]=[CH:34][C:33](B(O)O)=[CH:32][CH:31]=1>>[C:1]([O:4][C@@H:5]1[C@@H:19]([O:20][C:21](=[O:23])[CH3:22])[C@H:18]([O:24][C:25](=[O:27])[CH3:26])[CH2:17][S:16][C@H:6]1[O:7][C:8]1[C:9]([C:33]2[CH:34]=[CH:35][C:30]([O:29][CH3:28])=[CH:31][CH:32]=2)=[N:10][CH:11]=[CH:12][C:13]=1[CH3:14])(=[O:3])[CH3:2]. Reported procedure: By following a procedure analogous to Example 27 starting from the 2-chloro-4-methyl-3-pyridinyl 2,3,4-tri-O-acetyl-5-thio-β-D-xylopyranoside obtained according to Preparation 24 and 4-methoxyphenylboronic acid, 2-(4-methoxy-phenyl)-4-methyl-3-pyridinyl 2,3,4-tri-O-acetyl-5-thio-β-D-xylopyranoside is obtained and is used directly for the deacetylation step.